describe an organic reaction: reactants, conditions, products, and yield From a dataset of the Open Reaction Database (ORD), a public repository of structured organic reaction records. RXN SMILES: [C:54](=[O:55])([OH:56])[O-:57].[CH2:59]([OH:60])[CH2:61][CH2:62][CH3:63].[Cl:43][c:44]1[cH:45][n+:46]([O-:53])[cH:47][cH:48][c:49]1[N+:50](=[O:51])[O-:52].[ClH:1].[N:2]1([c:8]2[cH:9][cH:10][c:11]([NH:14][S:15](=[O:16])(=[O:17])[CH3:18])[cH:12][cH:13]2)[CH2:3][CH2:4][NH:5][CH2:6][CH2:7]1.[NH2:19][c:20]1[cH:21][cH:22][n:23][c:24]([N:25]2[CH2:26][CH2:27][N:28]([c:29]3[cH:30][cH:31][c:32]([NH:33][S:34]([CH3:35])(=[O:36])=[O:37])[cH:38][cH:39]3)[CH2:40][CH2:41]2)[cH:42]1.[Na+:58]>>[N:2]1([c:8]2[cH:9][cH:10][c:11]([NH:14][S:15](=[O:16])(=[O:17])[CH3:18])[cH:12][cH:13]2)[CH2:3][CH2:4][N:5]([c:44]2[cH:45][n+:46]([O-:53])[cH:47][cH:48][c:49]2[N+:50](=[O:51])[O-:52])[CH2:6][CH2:7]1. Reactants: O=C([O-])O, CCCCO, O=[N+]([O-])c1cc[n+]([O-])cc1Cl, Cl, CS(=O)(=O)Nc1ccc(N2CCNCC2)cc1, CS(=O)(=O)Nc1ccc(N2CCN(c3cc(N)ccn3)CC2)cc1, [Na+]. Product: CS(=O)(=O)Nc1ccc(N2CCN(c3c[n+]([O-])ccc3[N+](=O)[O-])CC2)cc1. Starting materials: C1(CCCCCC1)=NO (cycloheptanone oxime), ClC1=C(C=CC=C1Cl)C=1CCN(CC1)CCCC(=O)OCC (ethyl 4-(4-(2,3-dichlorophenyl)-1,2,3,6-tetrahydropyridin-1-yl)-n-butyrate). Product: ClC1=C(C=CC=C1Cl)C=1CCN(CC1)CCCC1=C2C(=NO1)CCCCC2 (3-(3-(4-(2,3-dichlorophenyl)-1,2,3,6-tetrahydropyridin-1-yl)propyl)-5,6,7,8-tetrahydro-4H-cyclohepta[c]isoxazole). As a reaction SMILES: [C:1]1(=[N:8][OH:9])[CH2:7][CH2:6][CH2:5][CH2:4][CH2:3][CH2:2]1.[Cl:10][C:11]1[C:16]([Cl:17])=[CH:15][CH:14]=[CH:13][C:12]=1[C:18]1[CH2:19][CH2:20][N:21]([CH2:24][CH2:25][CH2:26][C:27](OCC)=O)[CH2:22][CH:23]=1>>[Cl:10][C:11]1[C:16]([Cl:17])=[CH:15][CH:14]=[CH:13][C:12]=1[C:18]1[CH2:23][CH2:22][N:21]([CH2:24][CH2:25][CH2:26][C:27]2[O:9][N:8]=[C:1]3[CH2:7][CH2:6][CH2:5][CH2:4][CH2:3][C:2]=23)[CH2:20][CH:19]=1. Procedure details: By the same reaction and treatment as in Example 48 using cycloheptanone oxime and ethyl 4-(4-(2,3-dichlorophenyl)-1,2,3,6-tetrahydropyridin-1-yl)-n-butyrate, 3-(3-(4-(2,3-dichlorophenyl)-1,2,3,6-tetrahydropyridin-1-yl)propyl)-5,6,7,8-tetrahydro-4H-cyclohepta[c]isoxazole is obtained. Starting materials: CN(CCO)C(=O)c1ccc(C(=C2CCN(C(=O)OC(C)(C)C)CC2)c2cccc3cccnc23)cc1, Cl, C1COCCO1. Yields the product CN(CCO)C(=O)c1ccc(C(=C2CCNCC2)c2cccc3cccnc23)cc1. As a reaction SMILES: [C:1]([O:2][C:3](=[O:4])[N:8]1[CH2:9][CH2:10][C:11](=[C:14]([c:15]2[cH:16][cH:17][cH:18][c:19]3[cH:20][cH:21][cH:22][n:23][c:24]23)[c:25]2[cH:26][cH:27][c:28]([C:31]([N:32]([CH3:33])[CH2:34][CH2:35][OH:36])=[O:37])[cH:29][cH:30]2)[CH2:12][CH2:13]1)([CH3:5])([CH3:6])[CH3:7].[ClH:38].[O:39]1[CH2:40][CH2:41][O:42][CH2:43][CH2:44]1>>[NH:8]1[CH2:9][CH2:10][C:11](=[C:14]([c:15]2[cH:16][cH:17][cH:18][c:19]3[cH:20][cH:21][cH:22][n:23][c:24]23)[c:25]2[cH:26][cH:27][c:28]([C:31]([N:32]([CH3:33])[CH2:34][CH2:35][OH:36])=[O:37])[cH:29][cH:30]2)[CH2:12][CH2:13]1. Product: CC(C)(C)OC(=O)N1CCC(CCN2Cc3c(N)cccc3C2=O)CC1. RXN SMILES: [CH3:31][OH:32].[H:29][H:30].[N+:1]([O-:2])(=[O:3])[c:4]1[c:5]2[c:9]([cH:10][cH:11][cH:12]1)[C:8](=[O:13])[N:7]([CH2:14][CH2:15][CH:16]1[CH2:17][CH2:18][N:19]([C:22](=[O:23])[O:24][C:25]([CH3:26])([CH3:27])[CH3:28])[CH2:20][CH2:21]1)[CH2:6]2>>[NH2:1][c:4]1[c:5]2[c:9]([cH:10][cH:11][cH:12]1)[C:8](=[O:13])[N:7]([CH2:14][CH2:15][CH:16]1[CH2:17][CH2:18][N:19]([C:22](=[O:23])[O:24][C:25]([CH3:26])([CH3:27])[CH3:28])[CH2:20][CH2:21]1)[CH2:6]2. The reactants are CO, [H][H], CC(C)(C)OC(=O)N1CCC(CCN2Cc3c(cccc3[N+](=O)[O-])C2=O)CC1. Reactants: N1(C=CC=C1)NC1=CC=NC=C1 (N-(1H-pyrrol-1-yl)-4-pyridinamine), C([O-])(O)=O.[Na+] (sodium bicarbonate), C1(=CC=CC=C1)CC(=O)Cl (phenylacetyl chloride). Solvent: ClCCl (dichloromethane), ClCCl (dichloromethane). Reaction conditions: time 4 hour. Yields the product Cl.N1=CC=C(C=C1)N(C(CC1=CC=CC=C1)=O)N1C=CC=C1 (N-(4-Pyridinyl)-N-(1H-pyrrol-1-yl)-phenylacetamide hydrochloride). Isolated yield 84.6%. Reaction SMILES: [N:1]1([NH:6][C:7]2[CH:12]=[CH:11][N:10]=[CH:9][CH:8]=2)[CH:5]=[CH:4][CH:3]=[CH:2]1.C(=O)(O)[O-].[Na+].[C:18]1([CH2:24][C:25]([Cl:27])=[O:26])[CH:23]=[CH:22][CH:21]=[CH:20][CH:19]=1>ClCCl>[ClH:27].[N:10]1[CH:11]=[CH:12][C:7]([N:6]([N:1]2[CH:2]=[CH:3][CH:4]=[CH:5]2)[C:25](=[O:26])[CH2:24][C:18]2[CH:23]=[CH:22][CH:21]=[CH:20][CH:19]=2)=[CH:8][CH:9]=1 |f:1.2,5.6|. Procedure: To a solution of N-(1H-pyrrol-1-yl)-4-pyridinamine (6 g) in 400 ml of dichloromethane containing sodium bicarbonate (6.3 g) was added a solution of phenylacetyl chloride (6.7 g) in 50 ml of dichloromethane. After stirring four hours at ambient temperature, the reaction mixture was evaporated, stirred with water and extracted with ether. The organic extract was washed with water and saturated sodium chloride solution, dried over anhydrous magnesium sulfate, filtered and evaporated to 11 g of an o...